This data is from the Open Reaction Database (ORD), a public repository of structured organic reaction records. The task is: describe an organic reaction: reactants, conditions, products, and yield The reactants are C(C)C(C(=O)OCC)C(C)=O (ethyl 2-ethyl-3-oxo-butanoate), C(C)(=O)[O-].[NH4+] (ammonium acetate), N (ammonia), S(=O)(=O)([O-])[O-].[Na+].[Na+] (sodium sulfate). The solvent is CO (MeOH). Run at time 8 hour. The product is N\C(=C(/C(=O)OCC)\CC)\C (ethyl (Z)-3-amino-2-ethyl-but-2-enoate). The yield is 93.1%. Reaction SMILES: [CH2:1]([CH:3]([C:9](=O)[CH3:10])[C:4]([O:6][CH2:7][CH3:8])=[O:5])[CH3:2].C([O-])(=O)C.[NH4+:16].N.S([O-])([O-])(=O)=O.[Na+].[Na+]>CO>[NH2:16]/[C:9](/[CH3:10])=[C:3](/[CH2:1][CH3:2])\[C:4]([O:6][CH2:7][CH3:8])=[O:5] |f:1.2,4.5.6|. Procedure: A 100-mL round bottom flask was charged with ethyl 2-ethyl-3-oxo-butanoate (5 g, 90% purity, 28 mmol), ammonium acetate (22 g, 280 mmol, 10 eq.), ammonia (2N in EtOH, 14 ml, 1 eq.), anhydrous sodium sulfate (8 g, 56 mmol, 2 eq.) and MeOH (30 ml). The resulting mixture was stirred at room temperature overnight. The volatile material was removed under reduced pressure and the residue was treated with dichloromethane (40 ml). Insoluble material was removed by filtration and washed with dichlorometh... The reactants are COC1=CC=C(C=C1)C=1SC2=C(C1)C=CC(=C2)OC (2-(4-methoxyphenyl)-6-methoxybenzothiophene), Cl.N1=CC=CC=C1 (pyridine hydrochloride), ice water. Run at temperature 220 celsius. The product is OC1=CC=C(C=C1)C=1SC2=C(C1)C=CC(=C2)O (2-(4-hydroxyphenyl)-6-hydroxybenzothiophene). Isolated yield 71.0%. As a reaction SMILES: C[O:2][C:3]1[CH:8]=[CH:7][C:6]([C:9]2[S:10][C:11]3[CH:17]=[C:16]([O:18]C)[CH:15]=[CH:14][C:12]=3[CH:13]=2)=[CH:5][CH:4]=1.Cl.N1C=CC=CC=1>>[OH:2][C:3]1[CH:8]=[CH:7][C:6]([C:9]2[S:10][C:11]3[CH:17]=[C:16]([OH:18])[CH:15]=[CH:14][C:12]=3[CH:13]=2)=[CH:5][CH:4]=1 |f:1.2|. Reported procedure: A mixture of 16.5 grams of 2-(4-methoxyphenyl)-6-methoxybenzothiophene and 50 grams of pyridine hydrochloride was prepared. The mixture was heated at 220° C. for six hours. The resulting mixture then was poured into an ice-water mixture. The mixture was filtered, and the collected solid was dried in air and recrystallized from methanol to obtain 10.5 grams of 2-(4-hydroxyphenyl)-6-hydroxybenzothiophene, melting point 305°-306° C. RXN SMILES: [CH2:1]([N:8]1[CH:16]=[C:15]2[C:10]([CH:11]=[CH:12][C:13]3[C:24]4[C:18]5([CH2:26][CH:21]([C:22](=[O:25])[CH:23]=4)[CH2:20][CH2:19]5)[CH2:17][C:14]=32)=[N:9]1)[C:2]1[CH:7]=[CH:6][CH:5]=[CH:4][CH:3]=1.[Cl:27]N1C(=O)CCC1=O>CN(C)C=O>[CH2:1]([N:8]1[CH:16]=[C:15]2[C:10]([CH:11]=[CH:12][C:13]3[C:24]4[C:18]5([CH2:26][CH:21]([C:22](=[O:25])[C:23]=4[Cl:27])[CH2:20][CH2:19]5)[CH2:17][C:14]=32)=[N:9]1)[C:2]1[CH:3]=[CH:4][CH:5]=[CH:6][CH:7]=1. Yields the product C(C1=CC=CC=C1)N1N=C2C=CC3=C(C2=C1)CC12CCC(C(C(=C13)Cl)=O)C2 (2-benzyl-6-chloro-2,9,10,11-tetrahydro-8,10a-methanoazuleno[2,1-e]indazol-7(8H)-one). The solvent is CN(C=O)C (dimethylformamide). Procedure details: A solution of 2-benzyl-2,9,10,11-tetrahydro-8,10a-methanoazuleno[2,1-e]indazol-7(8H)-one (0.737 g, 2.17 mmol) in 15 mL of dimethylformamide was heated to 60° C. and N-chlorosuccinimide (0.290 g, 2.17 mmol) was added. After heating for 45 minutes, additional N -chlorosuccinimide (0.074 g, 0.55 mmol) was added. After heating for 55 minutes more, the reaction mixture was cooled to room temperature and partitioned between EtOAc and water. The organic phase was washed with water and brine, dried over... The reactants are ClN1C(CCC1=O)=O (N-chlorosuccinimide), C(C1=CC=CC=C1)N1N=C2C=CC3=C(C2=C1)CC12CCC(C(C=C13)=O)C2 (2-benzyl-2,9,10,11-tetrahydro-8,10a-methanoazuleno[2,1-e]indazol-7(8H)-one), ClN1C(CCC1=O)=O (N -chlorosuccinimide). Yields the product CC=1C=C(C=CC1)C(CCCC)O (1-(3-Methylphenyl)pentanol). Run at temperature 0 celsius, time 8 hour. Reaction SMILES: [CH3:1][C:2]1[CH:3]=[C:4]([CH:7]=[CH:8][CH:9]=1)[CH:5]=[O:6].Cl>CCOCC>[CH3:1][C:2]1[CH:3]=[C:4]([CH:5]([OH:6])[CH2:1][CH2:2][CH2:9][CH3:8])[CH:7]=[CH:8][CH:9]=1. Reported procedure: Thereafter, the mixture is heated under reflux for 1 hour and then cooled to 0° C. 60 g of 3-methylbenzaldehyde, dissolved in 250 ml of absolute ether, are added dropwise at 0° C. The reaction solution is left to stand overnight and is then poured onto 1 l of ice-water. The reaction mixture is acidified with 2N hydrochloric acid. The organic phase is separated off, the aqueous phase is extracted twice with 300 ml of ethyl acetate each time and the combined organic phases are washed twice with 20... Reactants: ice water, CC=1C=C(C=O)C=CC1 (3-methylbenzaldehyde), Cl (hydrochloric acid). The solvent is CCOCC (ether). As a reaction SMILES: [CH:1]([CH:15]1[CH2:20][C:19](=[O:21])[O:18][C:16]1=[O:17])=[CH:2][CH2:3][CH2:4][CH2:5][CH2:6][CH2:7][CH2:8][CH2:9][CH2:10][CH2:11][CH2:12][CH2:13][CH3:14].[CH2:22]([OH:40])[CH2:23][CH2:24][CH2:25][CH2:26][CH2:27][CH2:28][CH2:29]/[CH:30]=[CH:31]\[CH2:32][CH2:33][CH2:34][CH2:35][CH2:36][CH2:37][CH2:38][CH3:39].[C:41](O)(=O)[CH2:42][CH2:43][CH2:44][CH2:45][C:46](O)=O.[C:51]1([CH3:61])[CH:56]=[CH:55][C:54](S(O)(=O)=O)=[CH:53][CH:52]=1>C1(C)C=CC=CC=1>[CH:1]([CH:15]([CH2:20][C:19]([O:18][CH2:41][CH2:42][CH2:43][CH2:44][CH2:45][CH2:46][CH2:16][CH2:15]/[CH:1]=[CH:2]\[CH2:3][CH2:52][CH2:53][CH2:54][CH2:55][CH2:56][CH2:51][CH3:61])=[O:21])[C:16]([O:40][CH2:22][CH2:23][CH2:24][CH2:25][CH2:26][CH2:27][CH2:28][CH2:29]/[CH:30]=[CH:31]\[CH2:32][CH2:33][CH2:34][CH2:35][CH2:36][CH2:37][CH2:38][CH3:39])=[O:17])=[CH:2][CH2:3][CH2:4][CH2:5][CH2:6][CH2:7][CH2:8][CH2:9][CH2:10][CH2:11][CH2:12][CH2:13][CH3:14]. Reported procedure: Seventeen millimoles of tetradecenylsuccinic anhydride (5.0 gm), 34 millimoles of oleyl alcohol (9.1 gm), 50 mg of adipic acid and 10 ml of toluene were combined in a boiling flask (with attached Dean-Stark trap) and refluxed for about 6 hours in the presence of the catalyst p-toluenesulfonic acid. Excess toluene was removed at ambient pressure. The residue was applied to a silica gel column, and eluted with petroleum ether. Elution with petroleum ether gave dioleyl tetradecenylsuccinate. Oleyl ... Solvent: C1(=CC=CC=C1)C (toluene). Starting materials: C1(=CC=C(C=C1)S(=O)(=O)O)C (p-toluenesulfonic acid), C(=CCCCCCCCCCCCC)C1C(=O)OC(C1)=O (tetradecenylsuccinic anhydride), C(CCCCCCC\C=C/CCCCCCCC)O (oleyl alcohol), C(CCCCC(=O)O)(=O)O (adipic acid). Yields the product C(=CCCCCCCCCCCCC)C(C(=O)OCCCCCCCC\C=C/CCCCCCCC)CC(=O)OCCCCCCCC\C=C/CCCCCCCC (dioleyl tetradecenylsuccinate).